Dataset: the Open Reaction Database (ORD), a public repository of structured organic reaction records. Task: describe an organic reaction: reactants, conditions, products, and yield The reactants are CN(C)C=O, CN(C(=O)OC(C)(C)C)c1cc(Cl)ccc1[N+](=O)[O-], [H-], Oc1ccccc1N1CCCCC1, [Na+]. Yields the product CN(C(=O)OC(C)(C)C)c1cc(Oc2ccccc2N2CCCCC2)ccc1[N+](=O)[O-]. RXN SMILES: [CH3:35][N:36]([CH3:37])[CH:38]=[O:39].[Cl:16][c:17]1[cH:18][cH:19][c:20]([N+:32](=[O:33])[O-:34])[c:21]([N:23]([C:24]([O:25][C:26]([CH3:27])([CH3:28])[CH3:29])=[O:30])[CH3:31])[cH:22]1.[H-:1].[N:3]1([c:9]2[c:10]([OH:15])[cH:11][cH:12][cH:13][cH:14]2)[CH2:4][CH2:5][CH2:6][CH2:7][CH2:8]1.[Na+:2]>>[N:3]1([c:9]2[c:10]([O:15][c:17]3[cH:18][cH:19][c:20]([N+:32](=[O:33])[O-:34])[c:21]([N:23]([C:24]([O:25][C:26]([CH3:27])([CH3:28])[CH3:29])=[O:30])[CH3:31])[cH:22]3)[cH:11][cH:12][cH:13][cH:14]2)[CH2:4][CH2:5][CH2:6][CH2:7][CH2:8]1.